Dataset: the Open Reaction Database (ORD), a public repository of structured organic reaction records. Task: describe an organic reaction: reactants, conditions, products, and yield Starting materials: [Al+3], CC(C)(C)OC(=O)Nc1ccc(CN2CCNC(=O)C2(C)C)cn1, C1CCOC1, [H-], [H-], [H-], [H-], [Li+]. Yields the product CC(C)(C)OC(=O)Nc1ccc(CN2CCNCC2(C)C)cn1. Reaction SMILES: [Al+3:2].[C:7]([CH3:8])([CH3:9])([CH3:10])[O:11][C:12]([NH:13][c:14]1[n:15][cH:16][c:17]([CH2:20][N:21]2[C:22]([CH3:28])([CH3:29])[C:23](=[O:27])[NH:24][CH2:25][CH2:26]2)[cH:18][cH:19]1)=[O:30].[CH2:31]1[O:32][CH2:33][CH2:34][CH2:35]1.[H-:1].[H-:4].[H-:5].[H-:6].[Li+:3]>>[C:7]([CH3:8])([CH3:9])([CH3:10])[O:11][C:12]([NH:13][c:14]1[n:15][cH:16][c:17]([CH2:20][N:21]2[C:22]([CH3:28])([CH3:29])[CH2:23][NH:24][CH2:25][CH2:26]2)[cH:18][cH:19]1)=[O:30]. Procedure details: 6-Chloro-9-[3-(diethoxyphosphorylmethoxy)propoxy]purine (0.75 g, 1.98 mmol) was dissolved in ethanolic ammonia (20 ml) and heated at 110° C. in an autoclave for 7.5 h then cooled for 13 h. The reaction was then evaporated to dryness under reduced pressure and chromatographed in chloroform/methanol (30:1) to give 9-[3-(diethoxyphosphorylmethoxy)propoxy]adenine (270 mg, 38%) as a white solid; νmax (KBr) 3378, 3335, 3186, 1660, 1598, 1230, 1019 cm-1 ; δH [(CD3)2SO] 1.22(6H, t, J7 Hz, (CH3CH2O)2), 1... Reaction SMILES: Cl[C:2]1[N:10]=[CH:9][N:8]=[C:7]2[C:3]=1[N:4]=[CH:5][N:6]2[O:11][CH2:12][CH2:13][CH2:14][O:15][CH2:16][P:17]([O:22][CH2:23][CH3:24])([O:19][CH2:20][CH3:21])=[O:18].[NH3:25]>>[CH2:20]([O:19][P:17]([CH2:16][O:15][CH2:14][CH2:13][CH2:12][O:11][N:6]1[CH:5]=[N:4][C:3]2[C:7]1=[N:8][CH:9]=[N:10][C:2]=2[NH2:25])([O:22][CH2:23][CH3:24])=[O:18])[CH3:21]. The reactants are ClC1=C2N=CN(C2=NC=N1)OCCCOCP(=O)(OCC)OCC (6-Chloro-9-[3-(diethoxyphosphorylmethoxy)propoxy]purine), N (ammonia). Product: C(C)OP(=O)(OCC)COCCCON1C2=NC=NC(=C2N=C1)N (9-[3-(diethoxyphosphorylmethoxy)propoxy]adenine). The yield is 38.0%. Run at temperature 110 celsius. Starting materials: O (Water), N1=CC(=CC=C1)C1=NN=C(O1)N (5-pyridin-3-yl-1,3,4-oxadiazol-2-ylamine), N1=CC=CC=C1 (pyridine), ClC(=O)OCC(Cl)(Cl)Cl (2,2,2-trichloroethyl chloroformate). The solvent is O1CCCC1 (tetrahydrofuran). The product is N1=CC(=CC=C1)C1=NN=C(O1)NC(OCC(Cl)(Cl)Cl)=O (2,2,2-Trichloroethyl (5-pyridin-3-yl-1,3,4-oxadiazol-2-yl)carbamate). As a reaction SMILES: [N:1]1[CH:6]=[CH:5][CH:4]=[C:3]([C:7]2[O:11][C:10]([NH2:12])=[N:9][N:8]=2)[CH:2]=1.N1C=CC=CC=1.Cl[C:20]([O:22][CH2:23][C:24]([Cl:27])([Cl:26])[Cl:25])=[O:21].O>O1CCCC1>[N:1]1[CH:6]=[CH:5][CH:4]=[C:3]([C:7]2[O:11][C:10]([NH:12][C:20](=[O:21])[O:22][CH2:23][C:24]([Cl:27])([Cl:26])[Cl:25])=[N:9][N:8]=2)[CH:2]=1. Procedure: To a solution of 5-pyridin-3-yl-1,3,4-oxadiazol-2-ylamine (1.00 g, 6.17 mmol) and pyridine (1.47 ml, 18.5 mmol) in tetrahydrofuran (20 ml) was added, under ice-cooling, 2,2,2-trichloroethyl chloroformate (1.70 ml, 12.3 mmol), and the mixture was stirred at room temperature for 1.5 hour. Water was poured to the reaction mixture, and the resulting solution was extracted with ethyl acetate. The extract was washed with water and dried over anhydrous magnesium sulfate, and the solvent was distilled o... The reactants are CCO, Cl, CCCCON=O, CCOC(=O)CC(=O)CCc1ccccc1. The product is CCOC(=O)C(=NO)C(=O)CCc1ccccc1. Reaction SMILES: [CH3:25][CH2:26][OH:27].[ClH:17].[N:18](=[O:19])[O:20][CH2:21][CH2:22][CH2:23][CH3:24].[O:1]=[C:2]([CH2:3][C:4](=[O:5])[O:6][CH2:7][CH3:8])[CH2:9][CH2:10][c:11]1[cH:12][cH:13][cH:14][cH:15][cH:16]1>>[O:1]=[C:2]([C:3]([C:4](=[O:5])[O:6][CH2:7][CH3:8])=[N:18][OH:19])[CH2:9][CH2:10][c:11]1[cH:12][cH:13][cH:14][cH:15][cH:16]1. The reactants are FC1=C(C(=O)NC2=C(C=C(C=C2)[N+](=O)[O-])C)C=CC=C1 (2-fluoro-N-(2-methyl-4-nitrophenyl)benzamide), C1=CCCCC1 (cyclohexene), C(C)O (ethanol). The reagents and catalysts are [Pd] (palladium on charcoal). Run in O (water). Run at temperature 4 celsius. Yields the product NC1=CC(=C(C=C1)NC(C1=C(C=CC=C1)F)=O)C (N-(4Arnino-2-methylphenyl)-2-fluorobenzamide). Reaction SMILES: [F:1][C:2]1[CH:20]=[CH:19][CH:18]=[CH:17][C:3]=1[C:4]([NH:6][C:7]1[CH:12]=[CH:11][C:10]([N+:13]([O-])=O)=[CH:9][C:8]=1[CH3:16])=[O:5].C1CCCCC=1.C(O)C>[Pd].O>[NH2:13][C:10]1[CH:11]=[CH:12][C:7]([NH:6][C:4](=[O:5])[C:3]2[CH:17]=[CH:18][CH:19]=[CH:20][C:2]=2[F:1])=[C:8]([CH3:16])[CH:9]=1. Procedure details: A mixture of 2-fluoro-N-(2-methyl-4-nitrophenyl)benzamide (4.55 g), cyclohexene (30 mL), ethanol (70 mL), water (30 mL) and 10% palladium on charcoal (3 g) is heated at reflux for 30 minutes. The mixture is filtered through diatomaceous earth and concentrated under reduced pressure. The resulting oil is dissolved in 50 mL of ethyl acetate and cooled at 4° C. for 12 hours. Filtration provides the product as a tan solid. The reactants are NC1=C(C(=NS1)N(CCC)CCC)C#N (5-amino-4-cyano-3-(dipropylamino)isothiazole), CN=C=O (methyl isocyanate), O (water). The reagents and catalysts are C(C)(=O)[O-].C(C)(=O)[O-].C(CCC)[Sn+2]CCCC (dibutyltin diacetate). Solvent: O1CCCC1 (tetrahydrofuran). The product is CNC(=O)NC1=C(C(=NS1)N(CCC)CCC)C#N (1-methyl-3-(4-cyano-3-(dipropylamino)-5-isothiazolyl)urea). Isolated yield 70.6%. Reaction SMILES: [NH2:1][C:2]1[S:6][N:5]=[C:4]([N:7]([CH2:11][CH2:12][CH3:13])[CH2:8][CH2:9][CH3:10])[C:3]=1[C:14]#[N:15].[CH3:16][N:17]=[C:18]=[O:19].O>C([O-])(=O)C.C([O-])(=O)C.C([Sn+2]CCCC)CCC.O1CCCC1>[CH3:16][NH:17][C:18]([NH:1][C:2]1[S:6][N:5]=[C:4]([N:7]([CH2:11][CH2:12][CH3:13])[CH2:8][CH2:9][CH3:10])[C:3]=1[C:14]#[N:15])=[O:19] |f:3.4.5|. Procedure details: A solution of 7.0 g of 5-amino-4-cyano-3-(dipropylamino)isothiazole, 3.6 g of methyl isocyanate and 40 drops of dibutyltin diacetate in 50 ml of tetrahydrofuran was heated under reflux overnight. Thin-layer chromatographic analysis indicated the reaction to be complete. The reaction mixture was poured into rapidly stirred, cold water. The solid precipitate was collected by filtration. The filtrate was extracted with methylene chloride. The solid was combined with the extract and the mixture drie... Reactants: C(C)(C)(C)C=1C=C(C(=O)C2=CNC=C2)C=C(C1O)C(C)(C)C (3-(3,5-di-t-butyl-4-hydroxybenzoyl)pyrrole), [H-].[Na+] (sodium hydride), HCl-, C(CCC)Br (n-butyl bromide). Yields the product C(CCC)N1C=C(C=C1)C(C1=CC(=C(C(=C1)C(C)(C)C)O)C(C)(C)C)=O (N-n-butyl-3-(3,5-di-t-butyl-4-hydroxybenzoyl)pyrrole). Reported procedure: 2 G (6.6 mmol) of 3-(3,5-di-t-butyl-4-hydroxybenzoyl)pyrrole were added to a cooled, stirred suspension of 0.69 g of sodium hydride (50% in mineral oil) in 50 ml of anhydrous dimethylformamide under nitrogen. After 1 hour at 20° C., 0.8 ml of n-butyl bromide was added. Stirring was continued for an additional 18 hours at room temperature. The reaction mixture was poured over a 10% HCl--ice mixture, then extracted three times with 250 ml ethyl acetate. The organic layer was washed five times with... Reaction conditions: time 1 hour. As a reaction SMILES: [C:1]([C:5]1[CH:6]=[C:7]([CH:15]=[C:16]([C:19]([CH3:22])([CH3:21])[CH3:20])[C:17]=1[OH:18])[C:8]([C:10]1[CH:14]=[CH:13][NH:12][CH:11]=1)=[O:9])([CH3:4])([CH3:3])[CH3:2].[H-].[Na+].[CH2:25](Br)[CH2:26][CH2:27][CH3:28]>CN(C)C=O>[CH2:25]([N:12]1[CH:13]=[CH:14][C:10]([C:8](=[O:9])[C:7]2[CH:6]=[C:5]([C:1]([CH3:4])([CH3:3])[CH3:2])[C:17]([OH:18])=[C:16]([C:19]([CH3:22])([CH3:21])[CH3:20])[CH:15]=2)=[CH:11]1)[CH2:26][CH2:27][CH3:28] |f:1.2|. Solvent: CN(C=O)C (dimethylformamide). Starting materials: BrC\C(=C(/CNC(OC(C)(C)C)=O)\C)\F (tert-butyl [(2E)-4-bromo-3-fluoro-2-methylbut-2-en-1-yl]carbamate), C1(CCCCC1)NC(C1=CC=C(C=C1)O)=O (N-cyclohexyl-4-hydroxybenzamide). Product: C1(CCCCC1)NC(=O)C1=CC=C(OC\C(=C(/CNC(OC(C)(C)C)=O)\C)\F)C=C1 ((E)-tert-butyl 4-(4-(cyclohexylcarbamoyl)phenoxy)-3-fluoro-2-methylbut-2-enylcarbamate). As a reaction SMILES: Br[CH2:2]/[C:3](/[F:15])=[C:4](/[CH3:14])\[CH2:5][NH:6][C:7](=[O:13])[O:8][C:9]([CH3:12])([CH3:11])[CH3:10].[CH:16]1([NH:22][C:23](=[O:31])[C:24]2[CH:29]=[CH:28][C:27]([OH:30])=[CH:26][CH:25]=2)[CH2:21][CH2:20][CH2:19][CH2:18][CH2:17]1>>[CH:16]1([NH:22][C:23]([C:24]2[CH:29]=[CH:28][C:27]([O:30][CH2:2]/[C:3](/[F:15])=[C:4](/[CH3:14])\[CH2:5][NH:6][C:7](=[O:13])[O:8][C:9]([CH3:12])([CH3:11])[CH3:10])=[CH:26][CH:25]=2)=[O:31])[CH2:21][CH2:20][CH2:19][CH2:18][CH2:17]1. Procedure: This compound was synthesized from tert-butyl [(2E)-4-bromo-3-fluoro-2-methylbut-2-en-1-yl]carbamate and N-cyclohexyl-4-hydroxybenzamide following procedure F and was obtained as a colorless solid; 1H-NMR (400 MHz, CDCl3): δppm: 1.15-1.27 (3H, m), 1.37-1.48 (2H, m), 1.43 (9H, s), 1.62-1.67 (1H, m), 1.72-1.77 (2H, m), 1.76 (3H, d, J 4.0 Hz), 2.00-2.04 (2H, m), 3.77 (2H, d, J 5.7 Hz), 3.95 (1H, m), 4.61 (1H, br s), 4.75 (2H, d, J 21.4 Hz), 5.85 (1H, br s), 6.95 (2H, d, J 9.0 Hz), 7.72 (2H, d, J 9....